This data is from the Open Reaction Database (ORD), a public repository of structured organic reaction records. The task is: describe an organic reaction: reactants, conditions, products, and yield Reaction SMILES: [C:1]([C:4]1[C:5]([NH:13][C:14]([C:16]2[C:25]3[C:20](=[CH:21][CH:22]=[CH:23][CH:24]=3)[CH:19]=[CH:18][CH:17]=2)=O)=[CH:6][C:7]2[O:11][CH2:10][O:9][C:8]=2[CH:12]=1)(=[O:3])[CH3:2].[OH-].[Na+]>O1CCOCC1>[C:16]1([C:14]2[CH2:2][C:1](=[O:3])[C:4]3[C:5](=[CH:6][C:7]4[O:11][CH2:10][O:9][C:8]=4[CH:12]=3)[N:13]=2)[C:25]2[C:20](=[CH:21][CH:22]=[CH:23][CH:24]=2)[CH:19]=[CH:18][CH:17]=1 |f:1.2|. Product: C1(=CC=CC2=CC=CC=C12)C1=NC2=CC3=C(C=C2C(C1)=O)OCO3 (2-(1-Naphthalenyl)-6,7-methylenedioxyquinolin-4-one). Procedure: The synthetic procedure of target compounds 153 is illustrated in Scheme 11. The starting 2-amino-4,5-methylenedioxy-acetophenone (148) was first reacted with naphthalene-1-carbonyl chloride (149) to give N-(6-Acetyl-1,3-benzodioxol-5-yl)naphthalene-1-carboxamide (150). Then, the intermediate (150) was subjected to cyclization in dioxane, in the presence of NaOH, to afford 2-(1-Naphthalenyl)-6,7-methylenedioxyquinolin-4-one (151). Compound 151 was first reacted with tetrabenzylpyrophosphate in T... Starting materials: C(C)(=O)C=1C(=CC2=C(OCO2)C1)NC(=O)C1=CC=CC2=CC=CC=C12 (N-(6-Acetyl-1,3-benzodioxol-5-yl)naphthalene-1-carboxamide), [OH-].[Na+] (NaOH). Solvent: O1CCOCC1 (dioxane). Starting materials: BrC=1C=CC(=C(C=O)C1)F (5-bromo-2-fluorobenzaldehyde), C([O-])([O-])=O.[Na+].[Na+] (sodium carbonate), Cl (hydrochloric acid), C(C(C)C)N1C(CCCC1)=O (1-isobutyl-2-piperidone), CS(=O)(=O)O (methanesulfonic acid). The solvent is CS(=O)C (DMSO), O (water), CS(=O)C (DMSO). Conditions: temperature 110 celsius, time 6 hour. The product is BrC1=CC(=C(N(CC(C)C)CCCCC(=O)O)C=C1)C=O (5-(4-bromo-2-formyl-N-isobutylanilino)pentanoic acid). The yield is 75.8%. RXN SMILES: [CH2:1]([N:5]1C[CH2:9][CH2:8][CH2:7][C:6]1=O)[CH:2]([CH3:4])[CH3:3].CS(O)(=O)=O.[C:17](=[O:20])([O-])[O-:18].[Na+].[Na+].[Br:23][C:24]1[CH:25]=[CH:26][C:27](F)=[C:28]([CH:31]=1)[CH:29]=[O:30].Cl>CS(C)=O.O>[Br:23][C:24]1[CH:25]=[CH:26][C:27]([N:5]([CH2:6][CH2:7][CH2:8][CH2:9][C:17]([OH:18])=[O:20])[CH2:1][CH:2]([CH3:4])[CH3:3])=[C:28]([CH:29]=[O:30])[CH:31]=1 |f:2.3.4|. Procedure: A mixture of 1-isobutyl-2-piperidone (8.8 g) and aqueous methanesulfonic acid solution (10.9 g/19 ml) was refluxed at 110° C. for 3 days. To the mixture which was previously cooled to room temperature, were added water (10 ml) and sodium carbonate (18.0 g) slowly. Then, after heating the mixture at 50° C. for 1 hour, DMSO (13 ml) was added. The resulting mixture was heated to 135° C., and then a solution of 5-bromo-2-fluorobenzaldehyde (11.5 g) in DMSO (15 ml) was added dropwise. After stirring ... Reactants: CC1(C(C1C=CC(=O)OC1CCC1)C(=O)O)C (2,2-dimethyl-3-(3-cyclobutoxy-3-oxo-1-propenyl)-cyclopropane-carboxylic acid), (3-propyn-2-yl-2,5-dioxo-imidazolidinyl)-methanol. The solvent is C(Cl)(Cl)Cl (chloroform). The product is CC1(C(C1C=CC(=O)OC1CCC1)C(=O)O)C (2,2-dimethyl-3-(3-cyclobutoxy-3-oxo-1-propenyl)-cyclopropane-carboxylic acid), CC1(C(C1C=CC(=O)OC1CCC1)C(=O)[O-])C (2,2-dimethyl-3-(3-cyclobutoxy-3-oxo-1-propenyl)-cyclopropane-carboxylate). As a reaction SMILES: [CH3:1][C:2]1([CH3:17])[CH:4]([CH:5]=[CH:6][C:7]([O:9][CH:10]2[CH2:13][CH2:12][CH2:11]2)=[O:8])[CH:3]1[C:14]([OH:16])=[O:15]>C(Cl)(Cl)Cl>[CH3:1][C:2]1([CH3:17])[CH:4]([CH:5]=[CH:6][C:7]([O:9][CH:10]2[CH2:11][CH2:12][CH2:13]2)=[O:8])[CH:3]1[C:14]([OH:16])=[O:15].[CH3:1][C:2]1([CH3:17])[CH:4]([CH:5]=[CH:6][C:7]([O:9][CH:10]2[CH2:11][CH2:12][CH2:13]2)=[O:8])[CH:3]1[C:14]([O-:16])=[O:15]. Procedure: Using the procedure of Example 9, (1R, cis, ΔZ) 2,2-dimethyl-3-(3-cyclobutoxy-3-oxo-1-propenyl)-cyclopropane-carboxylic acid and (3-propyn-2-yl-2,5-dioxo-imidazolidinyl)-methanol were reacted to obtain (3-propyn-2-yl-2,5-dioxo-imidazolidinyl)-methyl (1R, cis, ΔZ) 2,2-dimethyl-3-(3-cyclobutoxy-3-oxo-1-propenyl)-cyclopropane-carboxylate with a specific rotation of [α]D20 =+18°±1° (c=1.2% in chloroform). The reactants are CO, O=C1c2ccccc2C(=O)N1CC(=O)N1c2ccccc2N(Cc2ccc([N+](=O)[O-])cc2)C(=O)C2CCCC21, O=[Pt]. Yields the product Nc1ccc(CN2C(=O)C3CCCC3N(C(=O)CN3C(=O)c4ccccc4C3=O)c3ccccc32)cc1. RXN SMILES: [CH3:40][OH:41].[N+:1]([O-:2])(=[O:3])[c:4]1[cH:5][cH:6][c:7]([CH2:8][N:9]2[c:10]3[c:11]([cH:34][cH:35][cH:36][cH:37]3)[N:12]([C:20]([CH2:21][N:22]3[C:23](=[O:32])[c:24]4[c:25]([cH:28][cH:29][cH:30][cH:31]4)[C:26]3=[O:27])=[O:33])[CH:13]3[CH:14]([C:15]2=[O:16])[CH2:17][CH2:18][CH2:19]3)[cH:38][cH:39]1.[Pt:42]=[O:43]>>[NH2:1][c:4]1[cH:5][cH:6][c:7]([CH2:8][N:9]2[c:10]3[c:11]([cH:34][cH:35][cH:36][cH:37]3)[N:12]([C:20]([CH2:21][N:22]3[C:23](=[O:32])[c:24]4[c:25]([cH:28][cH:29][cH:30][cH:31]4)[C:26]3=[O:27])=[O:33])[CH:13]3[CH:14]([C:15]2=[O:16])[CH2:17][CH2:18][CH2:19]3)[cH:38][cH:39]1. Starting materials: FC1=C(C(=O)OCC)C=CC=C1S (ethyl 2-fluoro-3-mercaptobenzoate), C1CC(=O)N(C1=O)Cl (NCS), ClC1=CC=C2C(=C(N(C2=C1F)C=1C=NN(C1)CCCC(=O)O)C1CC1)SC1=C(C(=CC=C1)C(=O)OCC)F (4-(4-(6-chloro-2-cyclopropyl-3-((3-(ethoxycarbonyl)-2-fluorophenyl)thio)-7-fluoro-1H-indol-1-yl)-1H-pyrazol-1-yl)butanoic acid). Run in C(Cl)Cl (CH2Cl2), C(Cl)Cl (CH2Cl2), O (water). Conditions: time 1 hour. The product is ClC1=CC=C2C(=CNC2=C1F)SC=1C(=C(C(=O)OCC)C=CC1)F (ethyl 3-((6-chloro-7-fluoro-1H-indol-3-yl)thio)-2-fluorobenzoate). The yield is 55.2%. RXN SMILES: FC1C(S)=CC=CC=1C(OCC)=O.C1C(=O)N(Cl)C(=O)C1.[Cl:22][C:23]1[C:31]([F:32])=[C:30]2[C:26]([C:27]([S:47][C:48]3[CH:53]=[CH:52][CH:51]=[C:50]([C:54]([O:56][CH2:57][CH3:58])=[O:55])[C:49]=3[F:59])=[C:28](C3CC3)[N:29]2C2C=NN(CCCC(O)=O)C=2)=[CH:25][CH:24]=1>C(Cl)Cl.O>[Cl:22][C:23]1[C:31]([F:32])=[C:30]2[C:26]([C:27]([S:47][C:48]3[C:49]([F:59])=[C:50]([CH:51]=[CH:52][CH:53]=3)[C:54]([O:56][CH2:57][CH3:58])=[O:55])=[CH:28][NH:29]2)=[CH:25][CH:24]=1. Reported procedure: To a stirred solution of Intermediate A (1.18 g, 5.91 mmol) in CH2Cl2 (30 mL) under inert atmosphere was added NCS (792 mg, 5.91 mmol) at RT and stirred for 1 h. To this, indole 1 (Example 4, Step 1; 1.0 g, 5.91 mmol) in CH2Cl2 (20 mL) was added at RT and stirred for 4 h. After completion of the reaction by TLC, the reaction mixture was diluted with water (40 mL) and extracted with CH2Cl2 (2×60 mL). The combined organic extracts were washed with water (50 mL) and brine (50 mL), dried over Na2SO4... The reactants are NO (Hydroxylamine), ClC=1C(=NC=C(C1)C#N)NCC(=O)OC(C)(C)C (tert-butyl [(3-chloro-5-cyanopyridin-2-yl)amino]acetate). The solvent is C1CCOC1 (THF). Conditions: time 48 hour. Yields the product NC(C=1C=C(C(=NC1)NCC(=O)OC(C)(C)C)Cl)=NO (tert-butyl ({5-[amino(hydroxyimino)methyl]-3-chloropyridin-2-yl}amino)acetate). The yield is 101.0%. Reaction SMILES: [NH2:1][OH:2].[Cl:3][C:4]1[C:5]([NH:12][CH2:13][C:14]([O:16][C:17]([CH3:20])([CH3:19])[CH3:18])=[O:15])=[N:6][CH:7]=[C:8]([C:10]#[N:11])[CH:9]=1>C1COCC1>[NH2:11][C:10](=[N:1][OH:2])[C:8]1[CH:9]=[C:4]([Cl:3])[C:5]([NH:12][CH2:13][C:14]([O:16][C:17]([CH3:20])([CH3:19])[CH3:18])=[O:15])=[N:6][CH:7]=1. Procedure details: Hydroxylamine (1.5 mL, 39.5 mmol) was added into a solution of tert-butyl [(3-chloro-5-cyanopyridin-2-yl)amino]acetate (2.1 g, 7.9 mmol) in THF (30 mL) under nitrogen. The reaction mixture was stirred at RT for 48 hours, and then was concentrated under reduced pressure to afford the title compound as a white solid (2.4 g, quantitative). LC/MS, M+(ESI): 301.0. 1H NMR (DMSO-d6, 400 MHz) δ 9.52 (1H, s), 8.24 (1H, d), 7.81 (1H, d), 7.04 (1H, t), 5.80 (2H, s), 3.95 (2H, m), 1.37 (9H, s). Starting materials: N[C@@H](C)C1=NN2C(C(N1C1=CC=CC=C1)=O)=C(C=C2)C ((S)-2-(1-Aminoethyl)-5-methyl-3-phenylpyrrolo[2,1-f][1,2,4]triazin-4(3H)-one), [F-].[Cs+] (cesium fluoride), NC1=NC=NC(=C1C(=O)NC1=CC(=CC(=C1)O)F)Br (4-amino-6-bromo-N-(3-fluoro-5-hydroxyphenyl)pyrimidine-5-carboxamide), CCN(C(C)C)C(C)C (DIEA). Solvent: C(C)(C)(C)O (tert-butanol), C(C)(=O)OCC (ethyl acetate). Run at temperature 120 celsius, time 8 hour. Product: NC1=NC=NC(=C1C(=O)NC1=CC(=CC(=C1)O)F)N[C@@H](C)C1=NN2C(C(N1C1=CC=CC=C1)=O)=C(C=C2)C ((S)-4-Amino-N-(3-fluoro-5-hydroxyphenyl)-6-((1-(5-methyl-4-oxo-3-phenyl-3,4-dihydropyrrolo[2,1-f][1,2,4]triazin-2-yl)ethyl)amino)pyrimidine-5-carboxamide). Isolated yield 8.0%. RXN SMILES: [NH2:1][C@H:2]([C:4]1[N:9]([C:10]2[CH:15]=[CH:14][CH:13]=[CH:12][CH:11]=2)[C:8](=[O:16])[C:7]2=[C:17]([CH3:20])[CH:18]=[CH:19][N:6]2[N:5]=1)[CH3:3].[NH2:21][C:22]1[C:27]([C:28]([NH:30][C:31]2[CH:36]=[C:35]([OH:37])[CH:34]=[C:33]([F:38])[CH:32]=2)=[O:29])=[C:26](Br)[N:25]=[CH:24][N:23]=1.CCN(C(C)C)C(C)C.[F-].[Cs+]>C(O)(C)(C)C.C(OCC)(=O)C>[NH2:21][C:22]1[C:27]([C:28]([NH:30][C:31]2[CH:36]=[C:35]([OH:37])[CH:34]=[C:33]([F:38])[CH:32]=2)=[O:29])=[C:26]([NH:1][C@H:2]([C:4]2[N:9]([C:10]3[CH:15]=[CH:14][CH:13]=[CH:12][CH:11]=3)[C:8](=[O:16])[C:7]3=[C:17]([CH3:20])[CH:18]=[CH:19][N:6]3[N:5]=2)[CH3:3])[N:25]=[CH:24][N:23]=1 |f:3.4|. Procedure details: (S)-2-(1-Aminoethyl)-5-methyl-3-phenylpyrrolo[2,1-f][1,2,4]triazin-4(3H)-one (100 mg, 0.37 mmol), 4-amino-6-bromo-N-(3-fluoro-5-hydroxyphenyl)pyrimidine-5-carboxamide (183 mg, 0.56 mmol), DIEA (325 μl, 1.87 mmol) and cesium fluoride (113 mg, 0.74 mmol) were suspended in tert-butanol (5 ml) and the mixture was stirred overnight at 120° C. in a sealed tube. The reaction mixture was diluted with ethyl acetate and washed with water and brine. After evaporation of the solvent, the residue was purifie... Reactants: O=c1cc(Nc2ccc(Br)cc2F)c([N+](=O)[O-])c[nH]1, CI, [H-], [Na+], CN(C)C=O. The product is Cn1cc([N+](=O)[O-])c(Nc2ccc(Br)cc2F)cc1=O. RXN SMILES: [Br:1][c:2]1[cH:3][c:4]([F:19])[c:5]([NH:8][c:9]2[cH:10][c:11](=[O:18])[nH:12][cH:13][c:14]2[N+:15](=[O:16])[O-:17])[cH:6][cH:7]1.[CH3:22][I:23].[H-:21].[Na+:20].[O:24]=[CH:25][N:26]([CH3:27])[CH3:28]>>[Br:1][c:2]1[cH:3][c:4]([F:19])[c:5]([NH:8][c:9]2[cH:10][c:11](=[O:18])[n:12]([CH3:22])[cH:13][c:14]2[N+:15](=[O:16])[O-:17])[cH:6][cH:7]1. Reactants: CC(=O)O[BH-](OC(C)=O)OC(C)=O, CN(c1cccc2cc(C3=NCC4(CCNCC4)S3)[nH]c12)S(=O)(=O)c1cccs1, CC=O, [Na+], C1CCOC1, O. Yields the product CCN1CCC2(CC1)CN=C(c1cc3cccc(N(C)S(=O)(=O)c4cccs4)c3[nH]1)S2. As a reaction SMILES: [C:33]([O:34][BH-:35]([O:36][C:37](=[O:38])[CH3:39])[O:40][C:41](=[O:42])[CH3:43])(=[O:44])[CH3:45].[CH3:1][N:2]([S:3](=[O:4])(=[O:5])[c:6]1[s:7][cH:8][cH:9][cH:10]1)[c:11]1[cH:12][cH:13][cH:14][c:15]2[cH:16][c:17]([C:20]3=[N:24][CH2:23][C:22]4([S:21]3)[CH2:25][CH2:26][NH:27][CH2:28][CH2:29]4)[nH:18][c:19]12.[CH:30]([CH3:31])=[O:32].[Na+:46].[O:48]1[CH2:49][CH2:50][CH2:51][CH2:52]1.[OH2:47]>>[CH3:1][N:2]([S:3](=[O:4])(=[O:5])[c:6]1[s:7][cH:8][cH:9][cH:10]1)[c:11]1[cH:12][cH:13][cH:14][c:15]2[cH:16][c:17]([C:20]3=[N:24][CH2:23][C:22]4([S:21]3)[CH2:25][CH2:26][N:27]([CH2:30][CH3:31])[CH2:28][CH2:29]4)[nH:18][c:19]12. Starting materials: CC(=O)OC1CSC(Oc2cc(F)ccc2Br)C(OC(C)=O)C1OC(C)=O, OB(O)c1ccncc1. Yields the product CC(=O)OC1CSC(Oc2cc(F)ccc2-c2ccncc2)C(OC(C)=O)C1OC(C)=O. Reaction SMILES: [C:1]([CH3:2])(=[O:3])[O:4][CH:5]1[CH:6]([O:7][c:8]2[c:9]([Br:15])[cH:10][cH:11][c:12]([F:14])[cH:13]2)[S:16][CH2:17][CH:18]([O:24][C:25]([CH3:26])=[O:27])[CH:19]1[O:20][C:21]([CH3:22])=[O:23].[n:28]1[cH:29][cH:30][c:31]([B:34]([OH:35])[OH:36])[cH:32][cH:33]1>>[C:1]([CH3:2])(=[O:3])[O:4][CH:5]1[CH:6]([O:7][c:8]2[c:9](-[c:31]3[cH:30][cH:29][n:28][cH:33][cH:32]3)[cH:10][cH:11][c:12]([F:14])[cH:13]2)[S:16][CH2:17][CH:18]([O:24][C:25]([CH3:26])=[O:27])[CH:19]1[O:20][C:21]([CH3:22])=[O:23].